Dataset: the Open Reaction Database (ORD), a public repository of structured organic reaction records. Task: describe an organic reaction: reactants, conditions, products, and yield Starting materials: C(C)(C)N(CCC(C#N)C1=NC=CC=C1)C(C)C (α-[2-(diisopropylamino)ethyl]-α-(2-pyridyl)acetonitrile), ClCCN(C(C)C)C(C)C (2-chloro-N,N-diisopropylethylamine), ClCCN1CCCCC1 (1-(2-chloroethyl)piperidine), C(C)(C)N(CCC(C#N)C1=CC=CC=C1)C(C)C (α-[2-(diisopropylamino)ethyl]-α-phenylacetonitrile). Product: C(C)(C)N(CCC(C#N)(C1=NC=CC=C1)CCN1CCCCC1)C(C)C (α-[2-(diisopropylamino)ethyl]-α-(2-piperidinoethyl)-α-(2-pyridyl)acetonitrile). Reaction SMILES: [CH:1]([N:4]([CH:16]([CH3:18])[CH3:17])[CH2:5][CH2:6][CH:7]([C:10]1[CH:15]=[CH:14][CH:13]=[CH:12][N:11]=1)[C:8]#[N:9])([CH3:3])[CH3:2].Cl[CH2:20][CH2:21][N:22]1[CH2:27][CH2:26][CH2:25][CH2:24][CH2:23]1.C(N(C(C)C)CCC(C1C=CC=CC=1)C#N)(C)C.ClCCN(C(C)C)C(C)C>>[CH:16]([N:4]([CH:1]([CH3:3])[CH3:2])[CH2:5][CH2:6][C:7]([CH2:20][CH2:21][N:22]1[CH2:27][CH2:26][CH2:25][CH2:24][CH2:23]1)([C:10]1[CH:15]=[CH:14][CH:13]=[CH:12][N:11]=1)[C:8]#[N:9])([CH3:18])[CH3:17]. Procedure: Substitution of equivalent quantities of α-[2-(diisopropylamino)ethyl]-α-(2-pyridyl)acetonitrile and 1-(2-chloroethyl)piperidine for α-[2-(diisopropylamino)ethyl]-α-phenylacetonitrile and 2-chloro-N,N-diisopropylethylamine called for respectively in the procedure of Example 2, Method B affords α-[2-(diisopropylamino)ethyl]-α-(2-piperidinoethyl)-α-(2-pyridyl)acetonitrile, as an oil boiling at about 160°-170° C. at 0.5-0.7 mm. pressure.